From a dataset of the Open Reaction Database (ORD), a public repository of structured organic reaction records. describe an organic reaction: reactants, conditions, products, and yield The reactants are C(O)([O-])=O.[Na+] (sodium hydrogen carbonate), Cl.C(C)(=O)OCC[C@H](N)C(=O)O (O-acetyl-L-homoserine hydrochloride), ClC(=O)OCC1=CC=CC=C1 (benzyl chloroformate). The solvent is O (water). Run at time 3 hour. Product: C(C1=CC=CC=C1)OC(=O)N[C@@H](CCOC(C)=O)C(=O)O (N-benzyloxycarbonyl-O-acetyl-L-homoserine). Isolated yield 93.1%. Reaction SMILES: Cl.[C:2]([O:5][CH2:6][CH2:7][C@@H:8]([C:10]([OH:12])=[O:11])[NH2:9])(=[O:4])[CH3:3].C(=O)([O-])O.[Na+].Cl[C:19]([O:21][CH2:22][C:23]1[CH:28]=[CH:27][CH:26]=[CH:25][CH:24]=1)=[O:20]>O>[CH2:22]([O:21][C:19]([NH:9][C@H:8]([C:10]([OH:12])=[O:11])[CH2:7][CH2:6][O:5][C:2](=[O:4])[CH3:3])=[O:20])[C:23]1[CH:28]=[CH:27][CH:26]=[CH:25][CH:24]=1 |f:0.1,2.3|. Procedure details: 19.8 g (0.10 mol) of O-acetyl-L-homoserine hydrochloride are dissolved in 200 ml of water, and 35.0 g (0.42 mol) of sodium hydrogen carbonate are added at 0° C. 19.2 g (0.11 mol) of benzyl chloroformate are then added and stirring is carried out for 3 hours at room temperature. The mixture is then extracted twice using 100 ml of methyl isobutyl ketone each time, and the aqueous phase is adjusted to pH=2 using concentrated hydrochloric acid and extracted twice using 150 ml of methyl isobutyl keto... Starting materials: CN(C=O)C (N,N-dimethyl-formamide), C([O-])([O-])=O.[Na+].[Na+] (sodium carbonate), S(=O)(=O)(OC)OC (dimethyl sulfate), OC1=CC=C2C(CC(OC2=C1O)(C)C)=O (7,8-dihydroxy-2,2-dimethyl-4-chromanone), ice. The product is COC1=CC=C2C(CC(OC2=C1OC)(C)C)=O (7,8-dimethoxy-2,2-dimethyl-4-chromanone). Isolated yield 84.6%. As a reaction SMILES: CN(C)[CH:3]=[O:4].[C:6](=[O:9])([O-])[O-].[Na+].[Na+].S(OC)(O[CH3:16])(=O)=O.[OH:19][C:20]1[C:29](O)=[C:28]2[C:23](C(=O)[CH2:25][C:26]([CH3:32])([CH3:31])[O:27]2)=[CH:22][CH:21]=1>>[CH3:16][O:19][C:20]1[C:29]([O:9][CH3:6])=[C:28]2[C:23]([C:3](=[O:4])[CH2:25][C:26]([CH3:32])([CH3:31])[O:27]2)=[CH:22][CH:21]=1 |f:1.2.3|. Procedure: In 50 ml of N,N-dimethyl-formamide 4.2 g (20 millimoles) of 7,8-dihydroxy-2,2-dimethyl-4-chromanone are dissolved and to the solution 6.4 g (60 millimoles) of sodium carbonate and 5.3 g (3.9 ml (42 millimoles) of dimethyl sulfate are added under stirring. The reaction mixture is stirred at 120° C. for 5 hours, poured onto 150 g of crushed ice and extracted three times with 50 ml of chloroform each. The organic phase is washed three times with 100 ml of water each, dried over sodium sulfate and t... Reactants: NC=1NC(C2=C(N1)N(C(S2)=O)[C@@H]2O[C@@H](C[C@H]2C#N)CO[Si](C)(C)C(C)(C)C)=O ((2R,3S,5S)-2-(5-amino-2,7-dioxo-6H-thiazolo[4,5-d]pyrimidin-3-yl)-5-[[tert-butyl(dimethyl)silyl]oxymethyl]tetrahydrofuran-3-carbonitrile), NC=1NC(C2=C(N1)N(C(S2)=O)[C@@H]2O[C@@H](C[C@H]2C#N)CO[Si](C)(C)C(C)(C)C)=O ((2R,3S,5S)-2-(5-amino-2,7-dioxo-6H-thiazolo[4,5-d]pyrimidin-3-yl)-5-[[tert-butyl(dimethyl)silyl]oxymethyl]tetrahydrofuran-3-carbonitrile), CCCC[N+](CCCC)(CCCC)CCCC.[F-] (TBAF). Run in C1CCOC1 (THF). Reaction conditions: time 4 hour. Yields the product NC=1NC(C2=C(N1)N(C(S2)=O)[C@@H]2O[C@@H](C[C@H]2C#N)CO)=O ((2R,3S,5S)-2-(5-amino-2,7-dioxo-6H-thiazolo[4,5-d]pyrimidin-3-yl)-5-(hydroxymethyl)tetrahydrofuran-3-carbonitrile). The yield is 12.3%. As a reaction SMILES: [NH2:1][C:2]1[NH:3][C:4](=[O:28])[C:5]2[S:10][C:9](=[O:11])[N:8]([C@H:12]3[C@H:16]([C:17]#[N:18])[CH2:15][C@@H:14]([CH2:19][O:20][Si](C(C)(C)C)(C)C)[O:13]3)[C:6]=2[N:7]=1.CCCC[N+](CCCC)(CCCC)CCCC.[F-]>C1COCC1>[NH2:1][C:2]1[NH:3][C:4](=[O:28])[C:5]2[S:10][C:9](=[O:11])[N:8]([C@H:12]3[C@H:16]([C:17]#[N:18])[CH2:15][C@@H:14]([CH2:19][OH:20])[O:13]3)[C:6]=2[N:7]=1 |f:1.2|. Reported procedure: To a stirred solution of (2R,3S,5S)-2-(5-amino-2,7-dioxo-6H-thiazolo[4,5-d]pyrimidin-3-yl)-5-[[tert-butyl(dimethyl)silyl]oxymethyl]tetrahydrofuran-3-carbonitrile (compound 38h, crude, 100 mg) in THF (5 mL) was added TBAF solution (1M in THF, 6 mL, 6 mmol) at 0° C. After being stirred at room temperature for 4 hours, the reaction solution was washed with saturated NH4Cl solution, dried over Na2SO4 and concentrated in vacuo. The residue was purified by preparative HPLC to afford 9 mg of (2R,3S,5S)...